This data is from the Open Reaction Database (ORD), a public repository of structured organic reaction records. The task is: describe an organic reaction: reactants, conditions, products, and yield Starting materials: CCO, [Cl-], [Fe], [Na+], O=C(O)CSc1ccc(CCO)cc1[N+](=O)[O-]. The product is O=C1CSc2ccc(CCO)cc2N1. Reaction SMILES: [CH3:20][CH2:21][OH:22].[Cl-:2].[Fe:23].[Na+:1].[OH:3][CH2:4][CH2:5][c:6]1[cH:7][c:8]([N+:17]([O-:18])=[O:19])[c:9]([S:12][CH2:13][C:14](=[O:15])[OH:16])[cH:10][cH:11]1>>[OH:3][CH2:4][CH2:5][c:6]1[cH:7][c:8]2[c:9]([cH:10][cH:11]1)[S:12][CH2:13][C:14](=[O:15])[NH:17]2. Reactants: ice, CC1(OC2=C(C1)C=C(C=C2)C2=CC=CC=C2)C (2,2-dimethyl-5-phenyl-2,3-dihydrobenzofuran), ClC(OC)Cl (dichloro(methoxy)methane). The reagents and catalysts are [Ti](Cl)(Cl)(Cl)Cl (titanium tetrachloride). Solvent: ClCCl (dichloromethane). Run at time 5 minute. Product: CC1(OC2=C(C1)C=C(C=C2C=O)C2=CC=CC=C2)C (2,2-dimethyl-5-phenyl-2,3-dihydrobenzofuran-7-carbaldehyde). RXN SMILES: [CH3:1][C:2]1([CH3:17])[CH2:6][C:5]2[CH:7]=[C:8]([C:11]3[CH:16]=[CH:15][CH:14]=[CH:13][CH:12]=3)[CH:9]=[CH:10][C:4]=2[O:3]1.Cl[CH:19](Cl)[O:20]C>ClCCl.[Ti](Cl)(Cl)(Cl)Cl>[CH3:1][C:2]1([CH3:17])[CH2:6][C:5]2[CH:7]=[C:8]([C:11]3[CH:16]=[CH:15][CH:14]=[CH:13][CH:12]=3)[CH:9]=[C:10]([CH:19]=[O:20])[C:4]=2[O:3]1. Reported procedure: To an ice cold solution of 2,2-dimethyl-5-phenyl-2,3-dihydrobenzofuran (544) (2.24 g, 10.0 mmol) in dichloromethane (15 mL) was added slowly titanium tetrachloride (2 mL, 18 mmol). After stirring of 5 minutes, dichloro(methoxy)methane (1 mL, 1 mmol) was added slowly. The resulting mixture was stirred at 0° C. for 3 hours, quenched slowly with ice water. The product was extracted with dichloromethane. The organic layer was separated, dried over sodium sulfate, filtered and concentrated in vacuo. ...